describe an organic reaction: reactants, conditions, products, and yield From a dataset of the Open Reaction Database (ORD), a public repository of structured organic reaction records. Yield: 87.8%. The solvent is C(C)(=O)O (acetic acid). Run at temperature 65 celsius. RXN SMILES: [NH2:1][C:2]1[CH:7]=[C:6]([C:8]([CH3:11])([CH3:10])[CH3:9])[CH:5]=[CH:4][C:3]=1[NH:12][C:13](=O)[CH2:14][CH2:15][CH2:16][CH2:17][N:18]([CH2:22][C@@H:23]1[C@@H:30]2[C@@H:26]([O:27][C:28]([CH3:32])([CH3:31])[O:29]2)[C@H:25]([N:33]2[C:37]3[N:38]=[CH:39][N:40]=[C:41]([NH:42][CH2:43][C:44]4[CH:49]=[CH:48][C:47]([O:50][CH3:51])=[CH:46][C:45]=4[O:52][CH3:53])[C:36]=3[CH:35]=[CH:34]2)[O:24]1)[CH:19]([CH3:21])[CH3:20]>C(O)(=O)C>[C:8]([C:6]1[CH:5]=[CH:4][C:3]2[NH:12][C:13]([CH2:14][CH2:15][CH2:16][CH2:17][N:18]([CH2:22][C@@H:23]3[C@H:30]4[O:29][C:28]([CH3:31])([CH3:32])[O:27][C@H:26]4[C@H:25]([N:33]4[C:37]5[N:38]=[CH:39][N:40]=[C:41]([NH:42][CH2:43][C:44]6[CH:49]=[CH:48][C:47]([O:50][CH3:51])=[CH:46][C:45]=6[O:52][CH3:53])[C:36]=5[CH:35]=[CH:34]4)[O:24]3)[CH:19]([CH3:21])[CH3:20])=[N:1][C:2]=2[CH:7]=1)([CH3:9])([CH3:11])[CH3:10]. The product is C(C)(C)(C)C1=CC2=C(NC(=N2)CCCCN(C(C)C)C[C@H]2O[C@H]([C@H]3[C@@H]2OC(O3)(C)C)N3C=CC2=C3N=CN=C2NCC2=C(C=C(C=C2)OC)OC)C=C1 (7-((3aR,4R,6R,6aR)-6-(((4-(5-(tert-butyl)-1H-benzo[d]imidazol-2-yl)butyl)(isopropyl)amino)methyl)-2,2-dimethyltetrahydrofuro[3,4-d][1,3]dioxol-4-yl)-N-(2,4-dimethoxybenzyl)-7H-pyrrolo[2,3-d]pyrimidin-4-amine). Reactants: NC1=C(C=CC(=C1)C(C)(C)C)NC(CCCCN(C(C)C)C[C@H]1O[C@H]([C@@H]2OC(O[C@@H]21)(C)C)N2C=CC1=C2N=CN=C1NCC1=C(C=C(C=C1)OC)OC)=O (N-(2-amino-4-(tert-butyl)phenyl)-5-((((3aR,4R,6R,6aR)-6-(4-((2,4-dimethoxybenzyl)amino)-7H-pyrrolo[2,3-d]pyrimidin-7-yl)-2,2-dimethyltetrahydrofuro[3,4-d][1,3]dioxol-4-yl)methyl)(isopropyl)amino)pentanamide). Reported procedure: N-(2-amino-4-(tert-butyl)phenyl)-5-((((3aR,4R,6R,6aR)-6-(4-((2,4-dimethoxybenzyl)amino)-7H-pyrrolo[2,3-d]pyrimidin-7-yl)-2,2-dimethyltetrahydrofuro[3,4-d][1,3]dioxol-4-yl)methyl)(isopropyl)amino)pentanamide (140 mg, mmol) was taken up in acetic acid (3.5 mL) and the solution was heated at 65° C. for 2 h, whereupon HPLC indicated the starting material had been consumed. The reaction mixture was cooled to room temperature and the solvent was removed under high vac. The residue was taken up in 30 m...